The task is: describe an organic reaction: reactants, conditions, products, and yield. This data is from the Open Reaction Database (ORD), a public repository of structured organic reaction records. Reactants: reaction product, C1C(C)O1 (propylene oxide), OCC(O)CO (glycerine). The product is C(C)C1=C(C=C(C=C1)CC)CC (1,2,4-triethylbenzene). RXN SMILES: [CH2:1]1O[CH:2]1[CH3:3].O[CH2:6][CH:7]([CH2:9]O)O>>[CH2:2]([C:1]1[CH:6]=[CH:7][C:1]([CH2:2][CH3:3])=[CH:6][C:7]=1[CH2:9][CH3:9])[CH3:3]. Procedure: 30 grams of the reaction product of glycerine with propylene oxide to a molecular weight of about 260. The reactants are COC1=C(C=C(C=C1)C(F)(F)F)NN ((2-methoxy-5-trifluoromethyl-phenyl)-hydrazine), CCOC(=O)C(C(=O)C)C(=O)C (ethyl diacetoacetate), C(Cl)Cl (CH2Cl2). The solvent is C(Cl)Cl.CO (CH2Cl2 MeOH). Yields the product C(C)OC(=O)C=1C(=NN(C1C)C1=C(C=CC(=C1)C(F)(F)F)OC)C (1-(2-Methoxy-5-trifluoromethyl-phenyl)-3,5-dimethyl-1H-pyrazole-4-carboxylic acid ethyl ester). Yield: 58.0%. RXN SMILES: [CH3:1][O:2][C:3]1[CH:8]=[CH:7][C:6]([C:9]([F:12])([F:11])[F:10])=[CH:5][C:4]=1[NH:13][NH2:14].[CH3:15][CH2:16][O:17][C:18]([CH:20]([C:24]([CH3:26])=O)[C:21]([CH3:23])=O)=[O:19].C(Cl)Cl>C(Cl)Cl.CO>[CH2:16]([O:17][C:18]([C:20]1[C:21]([CH3:23])=[N:14][N:13]([C:4]2[CH:5]=[C:6]([C:9]([F:11])([F:12])[F:10])[CH:7]=[CH:8][C:3]=2[O:2][CH3:1])[C:24]=1[CH3:26])=[O:19])[CH3:15] |f:3.4|. Procedure details: In analogy to the procedure described in Example 38A], (2-methoxy-5-trifluoromethyl-phenyl)-hydrazine and ethyl diacetoacetate gave, after flash column chromatography (CH2Cl2 to CH2Cl2:MeOH 99:1), the title compound in 58% yield as a light green solid. MS: 343.1 (MH+). Starting materials: benzyl imine, C(C1=CC=CC=C1)N (benzylamine), ClC1=NC2=CC=C(C=C2C=C1C=O)OC (2-chloro-6-methoxyquinoline-3-carbaldehyde). Run in C1CCOC1 (THF). Conditions: temperature 160 celsius, time 1.5 hour. Product: C(C1=CC=CC=C1)NC1=NC2=CC=C(C=C2C=C1C=O)OC (2-(Benzylamino)-6-methoxyquinoline-3-carbaldehyde). Reaction SMILES: Cl[C:2]1[C:11]([CH:12]=[O:13])=[CH:10][C:9]2[C:4](=[CH:5][CH:6]=[C:7]([O:14][CH3:15])[CH:8]=2)[N:3]=1.[CH2:16]([NH2:23])[C:17]1[CH:22]=[CH:21][CH:20]=[CH:19][CH:18]=1>C1COCC1>[CH2:16]([NH:23][C:2]1[C:11]([CH:12]=[O:13])=[CH:10][C:9]2[C:4](=[CH:5][CH:6]=[C:7]([O:14][CH3:15])[CH:8]=2)[N:3]=1)[C:17]1[CH:22]=[CH:21][CH:20]=[CH:19][CH:18]=1. Procedure details: To a stirred solution of 2-chloro-6-methoxyquinoline-3-carbaldehyde (2.00 g, 9.02 mmol) in THF (10 mL) in a 20 mL microwave vial equipped with a magnetic stirrer was added benzylamine (4.88 mL, 90.20 mmol) and the reaction mixture was stirred for 1.5 h at 160° C. then 45 min at 180° C. under microwave irradiation. After cooling to RT, the volatiles were removed at 40° C. under vacuum and the resulting yellow oil was taken up in a mixture of THF:1 N aq. HCl=1:1 (50 mL) and stirred for 1 h at RT. ... Reactants: O.NN (hydrazine hydrate), COC=1C=C(C(=O)Cl)C=CC1 (3-methoxybenzoyl chloride), C(Cl)(Cl)Cl (chloroform), C(=O)([O-])[O-].[K+].[K+] (K2CO3). Run in CCCCCCC (heptane), C(Cl)Cl (CH2Cl2), O (water), O (Water), C(Cl)Cl (CH2Cl2), CCCCC (pentane). Run at time 30 minute. Yields the product COC=1C(=C(C(=O)NN)C=CC1)C (3-methoxy-2-methyl-benzoic acid hydrazide). Reaction SMILES: [OH2:1].[NH2:2][NH2:3].[C:4]([O-:7])([O-])=O.[K+].[K+].CO[C:12]1[CH:13]=[C:14]([CH:18]=[CH:19][CH:20]=1)[C:15](Cl)=O.[CH:21](Cl)(Cl)Cl>O.C(Cl)Cl.CCCCC.CCCCCCC>[CH3:21][O:1][C:13]1[C:14]([CH3:15])=[C:18]([CH:19]=[CH:20][CH:12]=1)[C:4]([NH:2][NH2:3])=[O:7] |f:0.1,2.3.4|. Procedure: To a 500 mL, 3-neck flask equipped with a magnetic stirrer, and chilled in an ice water bath, were added 25 mL of CH2Cl2 (significantly greater quantities can be used) and 22.5 g (450 mmol) of hydrazine hydrate, followed by a solution of 31.5 g of K2CO3 dissolved in 60 mL of water. Over a period of 30 minutes, a solution of 31 g (168 mmol) of 2-methyl, 3-methoxybenzoyl chloride dissolved in 50 mL of CH2Cl2 was added, while keeping the temperature below 5° C. The reaction mixture was allowed to w... The reactants are OCCBr, O=C([O-])[O-], CN(C)C=O, Oc1cc(O)c(-c2n[nH]cc2N2CCNCC2)cc1Cl, [Cs+], [Cs+]. Product: OCCN1CCN(c2c[nH]nc2-c2cc(Cl)c(O)cc2O)CC1. RXN SMILES: [Br:27][CH2:28][CH2:29][OH:30].[C:21](=[O:22])([O-:23])[O-:24].[CH3:31][N:32]([CH3:33])[CH:34]=[O:35].[Cl:1][c:2]1[c:3]([OH:20])[cH:4][c:5]([OH:19])[c:6](-[c:8]2[n:9][nH:10][cH:11][c:12]2[N:13]2[CH2:14][CH2:15][NH:16][CH2:17][CH2:18]2)[cH:7]1.[Cs+:25].[Cs+:26]>>[Cl:1][c:2]1[c:3]([OH:20])[cH:4][c:5]([OH:19])[c:6](-[c:8]2[n:9][nH:10][cH:11][c:12]2[N:13]2[CH2:14][CH2:15][N:16]([CH2:28][CH2:29][OH:30])[CH2:17][CH2:18]2)[cH:7]1.